From a dataset of the Open Reaction Database (ORD), a public repository of structured organic reaction records. describe an organic reaction: reactants, conditions, products, and yield Reactants: ClC(Cl)(Cl)Cl, CCOP(=O)(CC(=O)OC(C)CC)OCC, [O-]Cl, Cl, [Na+]. Yields the product CCOP(=O)(OCC)C(Cl)(Cl)C(=O)OC(C)CC. RXN SMILES: [C:21]([Cl:22])([Cl:23])([Cl:24])[Cl:25].[CH2:4]([CH3:5])[O:6][P:7](=[O:8])([CH2:9][C:10](=[O:11])[O:12][CH:13]([CH2:14][CH3:15])[CH3:16])[O:17][CH2:18][CH3:19].[Cl:1][O-:2].[ClH:20].[Na+:3]>>[CH2:4]([CH3:5])[O:6][P:7](=[O:8])([C:9]([C:10](=[O:11])[O:12][CH:13]([CH2:14][CH3:15])[CH3:16])([Cl:20])[Cl:22])[O:17][CH2:18][CH3:19]. Starting materials: [BH4-], CCOC(C)=O, CO, CC(=O)CCCC12CCC(c3nnc(-c4ccccc4C(F)(F)F)o3)(CC1)CC2, [Na+], O. Yields the product CC(O)CCCC12CCC(c3nnc(-c4ccccc4C(F)(F)F)o3)(CC1)CC2. Reaction SMILES: [BH4-:30].[CH3:32][CH2:33][O:34][C:35](=[O:36])[CH3:37].[CH3:39][OH:40].[F:1][C:2]([c:3]1[c:4](-[c:9]2[n:10][n:11][c:12]([C:14]34[CH2:15][CH2:16][C:17]([CH2:22][CH2:23][CH2:24][C:25]([CH3:26])=[O:27])([CH2:18][CH2:19]3)[CH2:20][CH2:21]4)[o:13]2)[cH:5][cH:6][cH:7][cH:8]1)([F:28])[F:29].[Na+:31].[OH2:38]>>[F:1][C:2]([c:3]1[c:4](-[c:9]2[n:10][n:11][c:12]([C:14]34[CH2:15][CH2:16][C:17]([CH2:22][CH2:23][CH2:24][CH:25]([CH3:26])[OH:27])([CH2:18][CH2:19]3)[CH2:20][CH2:21]4)[o:13]2)[cH:5][cH:6][cH:7][cH:8]1)([F:28])[F:29]. Starting materials: C(C1=CC=CC=C1)N1C(OCC(C1)(C)C)=O (tetrahydro-3-benzyl-5,5-dimethyl-1,3-oxazin-2-one), [Cl-].[Li+] (lithium chloride). Reaction conditions: temperature 245 celsius, time 5 hour. Yields the product C(C1=CC=CC=C1)N1CC(C1)(C)C (1-benzyl-3,3-dimethylazetidine). Yield: 83.3%. As a reaction SMILES: [CH2:1]([N:8]1[CH2:13][C:12]([CH3:15])([CH3:14])[CH2:11]OC1=O)[C:2]1[CH:7]=[CH:6][CH:5]=[CH:4][CH:3]=1.[Cl-].[Li+]>>[CH2:1]([N:8]1[CH2:13][C:12]([CH3:11])([CH3:14])[CH2:15]1)[C:2]1[CH:3]=[CH:4][CH:5]=[CH:6][CH:7]=1 |f:1.2|. Procedure details: A mixture of 8.97 g (0.04 mole) of tetrahydro-3-benzyl-5,5-dimethyl-1,3-oxazin-2-one and 0.084 g (0.002 mole) of lithium chloride was heated to 245° C. at a pressure of 100 torr in a 25-ml flask equipped with a mechanical stirrer and distillation head. The receiver was cooled with dry ice as the product slowly distilled. After 5 hours, an additional 0.084 g of lithium chloride was added and heating was continued for an additional 25 hours. At this time, 5.84 g (85 percent yield) of pure 1-benzyl... Reactants: Cl (HCl), C(=O)([O-])[O-].[K+].[K+] (K2CO3), NCCON (2-aminoethoxyamine), resultant mixture, 6,750,223 B2, O1C=CC=2C1=NC1=CC=CC=C1C2NC2=CC=C(C=C2)C(C)=O (1-(4-(furo[2,3-b]quinolin-4-ylamino)phenyl)ethanone). Solvent: CCO (EtOH). Yields the product O1C=CC=2C1=NC1=CC=CC=C1C2NC2=CC=C(C=C2)C(C)=O (1-(4-(furo[2,3-b]quinolin-4-ylamino)phenyl)ethanone), NCCON=C(C)C1=CC=C(C=C1)NC1=C2C(=NC3=CC=CC=C13)OC=C2 (1-(4-(Furo[2,3-b]quinolin-4-ylamino)phenyl)ethanone O-2-aminoethyl oxime). The yield is 96.0%. RXN SMILES: [O:1]1[C:5]2=[N:6][C:7]3[C:12]([C:13]([NH:14][C:15]4[CH:20]=[CH:19][C:18]([C:21](=[O:23])[CH3:22])=[CH:17][CH:16]=4)=[C:4]2[CH:3]=[CH:2]1)=[CH:11][CH:10]=[CH:9][CH:8]=3.[NH2:24][CH2:25][CH2:26][O:27][NH2:28].Cl.C([O-])([O-])=O.[K+].[K+]>CCO>[O:1]1[C:5]2=[N:6][C:7]3[C:12]([C:13]([NH:14][C:15]4[CH:20]=[CH:19][C:18]([C:21](=[O:23])[CH3:22])=[CH:17][CH:16]=4)=[C:4]2[CH:3]=[CH:2]1)=[CH:11][CH:10]=[CH:9][CH:8]=3.[NH2:24][CH2:25][CH2:26][O:27][N:28]=[C:21]([C:18]1[CH:19]=[CH:20][C:15]([NH:14][C:13]2[C:12]3[C:7](=[CH:8][CH:9]=[CH:10][CH:11]=3)[N:6]=[C:5]3[O:1][CH:2]=[CH:3][C:4]=23)=[CH:16][CH:17]=1)[CH3:22] |f:3.4.5|. Procedure details: 1-(4-(furo[2,3-b]quinolin-4-ylamino)phenyl)ethanone (compound 1) was prepared according to the method as described in Example 4 of U.S. Pat. No. 6,750,223 B2. The thus obtained compound 1 (0.30 g, 1 mmol), 2-aminoethoxyamine.HCl (0.28 g, 2.5 mmol), and K2CO3 (0.69 g, 5.0 mmol) were added into EtOH (10 mL). The resultant mixture was subjected to reflux for 4 hours (TLC monitoring), followed by evaporation under reduced pressure. The residue thus acquired was dissolved in CH2Cl2 (50 mL). The CH2Cl... The reactants are COC(=O)Oc1ccc(Cl)cc1C1CCCC1, [K+], O=[N+]([O-])[O-], O, O=S(=O)(O)O. Product: COC(=O)Oc1cc([N+](=O)[O-])c(Cl)cc1C1CCCC1. Reaction SMILES: [C:1]([O:2][c:3]1[c:4]([CH:10]2[CH2:11][CH2:12][CH2:13][CH2:14]2)[cH:5][c:6]([Cl:9])[cH:7][cH:8]1)([O:15][CH3:16])=[O:17].[K+:27].[N+:23](=[O:24])([O-:25])[O-:26].[OH2:28].[S:18](=[O:19])(=[O:20])([OH:21])[OH:22]>>[C:1]([O:2][c:3]1[c:4]([CH:10]2[CH2:11][CH2:12][CH2:13][CH2:14]2)[cH:5][c:6]([Cl:9])[c:7]([N+:23](=[O:24])[O-:25])[cH:8]1)([O:15][CH3:16])=[O:17]. Reactants: FC1=CC=C(CN2C=CC=3C2=CN=C(C3)C(=O)O)C=C1 (1-(4-fluorobenzyl)-1H-pyrrolo[2,3-c]pyridine-5-carboxylic acid), Cl.OCCCNO (N-(3-hydroxypropyl)hydroxylamine hydrochloride). Yields the product FC1=CC=C(CN2C=CC=3C2=CN=C(C3)C(=O)N(CCCO)O)C=C1 (1-(4-Fluorobenzyl)-N-hydroxy-N-(3-hydroxypropyl)-1H-pyrrolo[2,3-c]pyridine-5-carboxamide). As a reaction SMILES: [F:1][C:2]1[CH:20]=[CH:19][C:5]([CH2:6][N:7]2[C:11]3=[CH:12][N:13]=[C:14]([C:16]([OH:18])=O)[CH:15]=[C:10]3[CH:9]=[CH:8]2)=[CH:4][CH:3]=1.Cl.[OH:22][CH2:23][CH2:24][CH2:25][NH:26][OH:27]>>[F:1][C:2]1[CH:3]=[CH:4][C:5]([CH2:6][N:7]2[C:11]3=[CH:12][N:13]=[C:14]([C:16]([N:26]([OH:27])[CH2:25][CH2:24][CH2:23][OH:22])=[O:18])[CH:15]=[C:10]3[CH:9]=[CH:8]2)=[CH:19][CH:20]=1 |f:1.2|. Reported procedure: The title compound was prepared by coupling of 1-(4-fluorobenzyl)-1H-pyrrolo[2,3-c]pyridine-5-carboxylic acid with N-(3-hydroxypropyl)hydroxylamine hydrochloride in a manner similar to step 8 of example 1. 1H NMR (CD3OD) δ ppm 8.71 (s, 1H), 8.20 (s, 1H), 7.71 (d, 1H, J=3.0 Hz), 7.26 (m, 2H), 7.05 (d, 2H, J=8.9 Hz), 6.75 (d, 1H, J=3.0 Hz), 5.55 (s, 2H), 3.90 (m, 2H), 3.65 (t, 2H, J=6.0 Hz), 1.94-2.00 (m, 2H). LCMS (API-ES, M+H+): 344.1. HRMS calcd for C18H19FN3O3 (M+H) 344.1405, found 344.1402. H... Reactants: CC(C)(C)OC(=O)N1CCc2nc(Cc3ccccc3)[nH]c(=O)c2CC1, ClCCl, O=S(=O)(OS(=O)(=O)C(F)(F)F)C(F)(F)F, c1ccncc1. Yields the product CC(C)(C)OC(=O)N1CCc2nc(Cc3ccccc3)nc(OS(=O)(=O)C(F)(F)F)c2CC1. RXN SMILES: [CH2:16]([c:17]1[cH:18][cH:19][cH:20][cH:21][cH:22]1)[c:23]1[nH:24][c:25](=[O:41])[c:26]2[c:27]([n:40]1)[CH2:28][CH2:29][N:30]([C:33](=[O:34])[O:35][C:36]([CH3:37])([CH3:38])[CH3:39])[CH2:31][CH2:32]2.[Cl:48][CH2:49][Cl:50].[F:1][C:2]([F:3])([F:4])[S:5](=[O:6])(=[O:7])[O:8][S:9]([C:10]([F:11])([F:12])[F:13])(=[O:14])=[O:15].[cH:42]1[cH:43][cH:44][n:45][cH:46][cH:47]1>>[F:1][C:2]([F:3])([F:4])[S:5](=[O:6])(=[O:7])[O:8][c:25]1[n:24][c:23]([CH2:16][c:17]2[cH:18][cH:19][cH:20][cH:21][cH:22]2)[n:40][c:27]2[c:26]1[CH2:32][CH2:31][N:30]([C:33](=[O:34])[O:35][C:36]([CH3:37])([CH3:38])[CH3:39])[CH2:29][CH2:28]2. Reactants: NS(=O)(=O)N (aminosulfonamide), C1CCOC1 (THF), C(=O)([O-])[O-].[K+].[K+] (K2CO3), [Na+].[I-] (NaI), ClCCCS(=O)(=O)N1CCC(CC1)C1=CNC2=C(C=C(C=C12)C1=CSC=C1)C(=O)N (3-{1-[(3-chloropropyl)sulfonyl]-4-piperidinyl}-5-(3-thienyl)-1H-indole-7-carboxamide), CNC (dimethyl amine). Yields the product CN(CCCS(=O)(=O)N1CCC(CC1)C1=CNC2=C(C=C(C=C12)C1=CSC=C1)C(=O)N)C (3-(1-{[3-(dimethylamino)propyl]sulfonyl}-4-piperidinyl)-5-(3-thienyl)-1H-indole-7-carboxamide). The yield is 30.0%. Reaction SMILES: NS(N)(=O)=O.Cl[CH2:7][CH2:8][CH2:9][S:10]([N:13]1[CH2:18][CH2:17][CH:16]([C:19]2[C:27]3[C:22](=[C:23]([C:33]([NH2:35])=[O:34])[CH:24]=[C:25]([C:28]4[CH:32]=[CH:31][S:30][CH:29]=4)[CH:26]=3)[NH:21][CH:20]=2)[CH2:15][CH2:14]1)(=[O:12])=[O:11].[CH3:36][NH:37][CH3:38].C1COCC1.C([O-])([O-])=O.[K+].[K+].[Na+].[I-]>>[CH3:36][N:37]([CH3:38])[CH2:7][CH2:8][CH2:9][S:10]([N:13]1[CH2:18][CH2:17][CH:16]([C:19]2[C:27]3[C:22](=[C:23]([C:33]([NH2:35])=[O:34])[CH:24]=[C:25]([C:28]4[CH:32]=[CH:31][S:30][CH:29]=4)[CH:26]=3)[NH:21][CH:20]=2)[CH2:15][CH2:14]1)(=[O:12])=[O:11] |f:4.5.6,7.8|. Reported procedure: Following the general procedure for aminosulfonamide formation outlined in example 2, 3-{1-[(3-chloropropyl)sulfonyl]-4-piperidinyl}-5-(3-thienyl)-1H-indole-7-carboxamide (50 mg, 0.12 mmol) and 2M dimethyl amine in THF (0.3 mL, 0.60 mmol) were allowed to react in the presence of K2CO3 (84.6 mg, 0.24 mmol) and NaI (Cat. 5 mg). The resulting residue was purified by reverse phase HPLC eluting with 10% B to 80% B, where A=H2O (0.1% trifluoroacetic acid) and B=CH3CN (0.1% trifluoroacetic acid) to giv... The reactants are COc1cc(OCC(O)CN2CCN(c3ccccc3[N+](=O)[O-])CC2)cc(OC)c1OC, CO. The product is COc1cc(OCC(O)CN2CCN(c3ccccc3N)CC2)cc(OC)c1OC. Reaction SMILES: [CH3:1][O:2][c:3]1[cH:4][c:5]([O:6][CH2:7][CH:8]([CH2:9][N:10]2[CH2:11][CH2:12][N:13]([c:16]3[c:17]([N+:22]([O-:23])=[O:24])[cH:18][cH:19][cH:20][cH:21]3)[CH2:14][CH2:15]2)[OH:25])[cH:26][c:27]([O:31][CH3:32])[c:28]1[O:29][CH3:30].[CH3:33][OH:34]>>[CH3:1][O:2][c:3]1[cH:4][c:5]([O:6][CH2:7][CH:8]([CH2:9][N:10]2[CH2:11][CH2:12][N:13]([c:16]3[c:17]([NH2:22])[cH:18][cH:19][cH:20][cH:21]3)[CH2:14][CH2:15]2)[OH:25])[cH:26][c:27]([O:31][CH3:32])[c:28]1[O:29][CH3:30]. The reactants are CC(C)N, CCN(C(C)C)C(C)C, O=C(O)c1ccc(N2CCN(Cc3cnc4c(c3)NC(=O)C3CCCN43)CC2)nc1, CN(C)C=O. Yields the product CC(C)NC(=O)c1ccc(N2CCN(Cc3cnc4c(c3)NC(=O)C3CCCN43)CC2)nc1. RXN SMILES: [CH3:31][CH:32]([CH3:33])[NH2:34].[CH:35]([N:36]([CH2:37][CH3:38])[CH:39]([CH3:40])[CH3:41])([CH3:42])[CH3:43].[O:1]=[C:2]1[CH:3]2[N:4]([c:5]3[c:6]([cH:8][c:9]([CH2:12][N:13]4[CH2:14][CH2:15][N:16]([c:19]5[n:20][cH:21][c:22]([C:23](=[O:24])[OH:25])[cH:26][cH:27]5)[CH2:17][CH2:18]4)[cH:10][n:11]3)[NH:7]1)[CH2:28][CH2:29][CH2:30]2.[O:44]=[CH:45][N:46]([CH3:47])[CH3:48]>>[O:1]=[C:2]1[CH:3]2[N:4]([c:5]3[c:6]([cH:8][c:9]([CH2:12][N:13]4[CH2:14][CH2:15][N:16]([c:19]5[n:20][cH:21][c:22]([C:23](=[O:24])[NH:34][CH:32]([CH3:31])[CH3:33])[cH:26][cH:27]5)[CH2:17][CH2:18]4)[cH:10][n:11]3)[NH:7]1)[CH2:28][CH2:29][CH2:30]2.